From a dataset of the Open Reaction Database (ORD), a public repository of structured organic reaction records. describe an organic reaction: reactants, conditions, products, and yield Reactants: FC=1C=C(C=CC1)C=1C=C(NN1)N (5-(3-Fluoro-phenyl)-2H-pyrazol-3-ylamine), C(C)OC(C(C(C(F)(F)F)=O)OC)=O (4,4,4-Trifluoro-2-methoxy-3-oxo-butyric acid ethyl ester). Run in C(C)(=O)O (acetic acid). Reaction conditions: time 15 hour. The product is OC1(C2=C(NC(C1OC)=O)NN=C2C2=CC=CC=C2)C(F)(F)F (4-Hydroxy-5-methoxy-3-phenyl-4-trifluoromethyl-1,4,5,7-tetrahydro-pyrazolo[3,4-b]pyridin-6-one). Yield: 45.2%. RXN SMILES: F[C:2]1[CH:3]=[C:4]([C:8]2[CH:9]=[C:10]([NH2:13])[NH:11][N:12]=2)[CH:5]=[CH:6][CH:7]=1.C([O:16][C:17](=O)[CH:18]([O:25][CH3:26])[C:19](=[O:24])[C:20]([F:23])([F:22])[F:21])C>C(O)(=O)C>[OH:24][C:19]1([C:20]([F:21])([F:22])[F:23])[CH:18]([O:25][CH3:26])[C:17](=[O:16])[NH:13][C:10]2[NH:11][N:12]=[C:8]([C:4]3[CH:5]=[CH:6][CH:7]=[CH:2][CH:3]=3)[C:9]1=2. Reported procedure: 5-Phenyl-2H-pyrazol-3-ylamine (i) (100 mg, 0.62 mmol) was dissolved in glacial acetic acid (1 mL), 4,4,4-Trifluoro-2-methoxy-3-oxo-butyric acid ethyl ester (95%, 0.17 mL, 0.92 mmol) was added at RT and stirring was continued for 15 h at 120° C. The mixture was evaporated to dryness and the isomeric mixture was directly purified by preparative HPLC (Agilent 1100 Series, Chromolith prep RP-18e, 100-25). A colorless solid (92 mg, 0.28 mmol, 46%) was obtained, characterized as compound (x). Starting materials: C1(CCCCC1)C=O (Cyclohexanecarbaldehyde), [C@@H]1(CCCC2=CC=CC=C12)N ((1S)-1,2,3,4-tetrahydro-1-naphthalenylamine). Yields the product C1(CCCCC1)CN[C@H]1CCCC2=CC=CC=C12 (N-(cyclohexylmethyl)-N-[(1S)-1,2,3,4-tetrahydro-1-naphthalenyl]amine). RXN SMILES: [CH:1]1([CH:7]=O)[CH2:6][CH2:5][CH2:4][CH2:3][CH2:2]1.[C@@H:9]1([NH2:19])[C:18]2[C:13](=[CH:14][CH:15]=[CH:16][CH:17]=2)[CH2:12][CH2:11][CH2:10]1>>[CH:1]1([CH2:7][NH:19][C@@H:9]2[C:18]3[C:13](=[CH:14][CH:15]=[CH:16][CH:17]=3)[CH2:12][CH2:11][CH2:10]2)[CH2:6][CH2:5][CH2:4][CH2:3][CH2:2]1. Procedure details: Cyclohexanecarbaldehyde and (1S)-1,2,3,4-tetrahydro-1-naphthalenylamine were processed as described in Example 1A to provide the title compound. Reactants: Cl[O-].[Na+] (sodium hypochlorite), S(=S)(=O)([O-])[O-].[Na+].[Na+] (sodium thiosulfate), CC1(CC(CC(N1[O])(C)C)O)C (4-hydroxy-2,2,6,6-tetramethylpiperidine-1-oxyl), [Br-].[K+] (potassium bromide), C([O-])(O)=O.[Na+] (sodium bicarbonate). RXN SMILES: [CH3:1][C:2]1([CH3:12])[N:7]([O])[C:6]([CH3:10])([CH3:9])[CH2:5][CH:4]([OH:11])[CH2:3]1.[Br-].[K+].C(=O)(O)[O-:16].[Na+].Cl[O-].[Na+].S([O-])([O-])(=O)=S.[Na+].[Na+]>O.ClCCl>[CH3:1][C:2]1([CH3:12])[N:7]([OH:16])[C:6]([CH3:10])([CH3:9])[CH2:5][CH:4]([OH:11])[CH2:3]1 |f:1.2,3.4,5.6,7.8.9,^1:4|. Yields the product CC1(CC(CC(N1O)(C)C)O)C (4-Hydroxy-TEMPO). Procedure details: A mixture of bisnoralcohol (I, 4 g), 4-hydroxy-2,2,6,6-tetramethylpiperidine-1-oxyl (4-hydroxy-TEMPO, 10 mg), potassium bromide (133 mg), sodium bicarbonate (133 mg), dichloromethane (14 ml) and water (2.2 ml) are cooled to 1°. While maintaining this temperature, aqueous sodium hypochlorite (14%, 6.3 ml) is added over a five hr period. The reaction is complete and aqueous sodium thiosulfate is added, the two phases were separated, and the bisnoraldehyde product is crystallized by replacing the d... Solvent: O (water), ClCCl (dichloromethane). The yield is 71.0%. Run in C1CCOC1 (THF). Reaction conditions: temperature 25 celsius, time 1.5 hour. Starting materials: C[Si](C)(C)Cl (trimethylsilyl chloride), [Mg] (magnesium), BrC(C(C(C(C(C(C(C(Br)(F)F)(F)F)(F)F)(F)F)(F)F)(F)F)(F)F)(F)F (1,8-dibromohexadecafluorooctane), C8 /C10, 1,8-bis(silyl), 1,8-bis(silyl), 8F, F[C] (fluorocarbon), 4F, 4F, 1,10-bis(silyl). Reported procedure: A mixture of 1,8-dibromohexadecafluorooctane (27.3 g) and the corresponding C10 derivative (4.4 g) (55.5 mmol) and trimethylsilyl chloride (54.9 g, 0.55 mol) was added to a slurry of magnesium turnings (4.11 g, 69 mmol) in THF (300 mL) over 25 minutes at -35° C. The mixture was stirred for 1.5 hours. The mixture was then allowed to warm slowly to 25° C. over 18 hours. Excess magnesium was removed by N2 pressure filtration, and most of the solvent was removed under reduced pressure. Petroleum eth... RXN SMILES: Br[C:2]([F:26])([F:25])[C:3]([F:24])([F:23])[C:4]([F:22])([F:21])[C:5]([F:20])([F:19])[C:6]([F:18])([F:17])[C:7]([F:16])([F:15])[C:8]([F:14])([F:13])[C:9]([F:12])([F:11])Br.[CH3:27][Si:28](Cl)([CH3:30])[CH3:29].[Mg].F[C]>C1COCC1>[CH3:27][Si:28]([CH3:30])([CH3:29])[C:2]([F:26])([F:25])[C:3]([F:24])([F:23])[C:4]([F:22])([F:21])[C:5]([F:20])([F:19])[C:6]([F:18])([F:17])[C:7]([F:16])([F:15])[C:8]([F:14])([F:13])[C:9]([F:12])([F:11])[Si:28]([CH3:30])([CH3:29])[CH3:27]. Yields the product C[Si](C(C(C(C(C(C(C(C([Si](C)(C)C)(F)F)(F)F)(F)F)(F)F)(F)F)(F)F)(F)F)(F)F)(C)C (1,8-Bis(trimethylsilyl)hexadecafluorooctane).